Dataset: the Open Reaction Database (ORD), a public repository of structured organic reaction records. Task: describe an organic reaction: reactants, conditions, products, and yield Yields the product CCN1CCC(c2cccc(C(C)=O)c2O)CC1. Reactants: CC#CCO, CCN1CCC(c2cccc(C(C)=O)c2F)CC1, CC(C)(C)[O-], CS(C)=O, [K+]. Reaction SMILES: [CH2:19]([C:20]#[C:21][CH3:22])[OH:23].[CH2:1]([CH3:2])[N:3]1[CH2:4][CH2:5][CH:6]([c:9]2[c:10]([F:18])[c:11]([C:15]([CH3:16])=[O:17])[cH:12][cH:13][cH:14]2)[CH2:7][CH2:8]1.[CH3:24][C:25]([CH3:26])([O-:27])[CH3:28].[CH3:30][S:31]([CH3:32])=[O:33].[K+:29]>>[CH2:1]([CH3:2])[N:3]1[CH2:4][CH2:5][CH:6]([c:9]2[c:10]([OH:23])[c:11]([C:15]([CH3:16])=[O:17])[cH:12][cH:13][cH:14]2)[CH2:7][CH2:8]1. The reactants are CN(C)N=C1CCCCC1, [Li]CCCC, CCCCCC, COC(=O)C1CCC(C(=O)Cl)CC1, CC(=O)O, CC(C)NC(C)C, C1CCOC1. The product is COC(=O)C1CCC(C(=O)C2CCCCC2=NN(C)C)CC1. As a reaction SMILES: [C:19]1(=[N:25][N:26]([CH3:27])[CH3:28])[CH2:20][CH2:21][CH2:22][CH2:23][CH2:24]1.[CH2:8]([Li:9])[CH2:10][CH2:11][CH3:12].[CH3:13][CH2:14][CH2:15][CH2:16][CH2:17][CH3:18].[CH3:29][O:30][C:31](=[O:32])[CH:33]1[CH2:34][CH2:35][CH:36]([C:39](=[O:40])[Cl:41])[CH2:37][CH2:38]1.[CH3:42][C:43](=[O:44])[OH:45].[CH:1]([NH:2][CH:3]([CH3:4])[CH3:5])([CH3:6])[CH3:7].[O:46]1[CH2:47][CH2:48][CH2:49][CH2:50]1>>[C:19]1(=[N:25][N:26]([CH3:27])[CH3:28])[CH:20]([C:39]([CH:36]2[CH2:35][CH2:34][CH:33]([C:31]([O:30][CH3:29])=[O:32])[CH2:38][CH2:37]2)=[O:40])[CH2:21][CH2:22][CH2:23][CH2:24]1. Starting materials: COC1=NC(=NC=C1[N+](=O)[O-])C=C (4-methoxy-5-nitro-2-vinylpyrimidine), O=[O+][O-] (ozone), O (water), aldehyde, triethyl phosphonoacetate, O.[OH-].[Li+] (lithium hydroxide monohydrate), C1CCOC1 (THF). The solvent is C(Cl)Cl (methylene chloride), C(C)(=O)OCC (ethyl acetate). Run at temperature -20 celsius, time 30 minute. The product is C(C)OC(\C=C\C1=NC=C(C(=N1)OC)[N+](=O)[O-])=O ((E)-3-(4-methoxy-5-nitropyrimidin-2-yl)acrylic acid ethyl ester). RXN SMILES: [CH3:1][O:2][C:3]1[C:8]([N+:9]([O-:11])=[O:10])=[CH:7][N:6]=[C:5]([CH:12]=[CH2:13])[N:4]=1.O=[O+][O-].[OH2:17].[OH-].[Li+].O.C1[CH2:25][O:24][CH2:23][CH2:22]1>C(Cl)Cl.C(OCC)(=O)C>[CH2:23]([O:24][C:25](=[O:17])/[CH:13]=[CH:12]/[C:5]1[N:4]=[C:3]([O:2][CH3:1])[C:8]([N+:9]([O-:11])=[O:10])=[CH:7][N:6]=1)[CH3:22] |f:2.3.4|. Procedure: A solution of 4-methoxy-5-nitro-2-vinylpyrimidine (260 mg) in methylene chloride (15 mL) was stirred with an ozone stream of bubbling at −50° C. for 1 hr. After the reaction mixture was warmed to −20° C., the ozone stream was stopped and dimethyl sulfide (1.06 mL) was added to the reaction mixture. The reaction mixture was gradually warmed up to room temperature with stirring for 30 min. The reaction mixture was concentrated under reduced pressure to obtain the corresponding crude aldehyde. To a... Starting materials: C1CCOC1, COC(=O)c1ccc(CN2CCC(N(C)CCc3ccc(Oc4ccccc4)cc3)CC2)cc1, O=C(O)C(F)(F)F, [Li+], [OH-]. Product: CN(CCc1ccc(Oc2ccccc2)cc1)C1CCN(Cc2ccc(C(=O)O)cc2)CC1. Reaction SMILES: [CH2:44]1[O:45][CH2:46][CH2:47][CH2:48]1.[CH3:1][N:2]([CH:3]1[CH2:4][CH2:5][N:6]([CH2:9][c:10]2[cH:11][cH:12][c:13]([C:14](=[O:15])[O:16][CH3:17])[cH:18][cH:19]2)[CH2:7][CH2:8]1)[CH2:20][CH2:21][c:22]1[cH:23][cH:24][c:25]([O:28][c:29]2[cH:30][cH:31][cH:32][cH:33][cH:34]2)[cH:26][cH:27]1.[F:37][C:38]([F:39])([F:40])[C:41]([OH:42])=[O:43].[Li+:35].[OH-:36]>>[CH3:1][N:2]([CH:3]1[CH2:4][CH2:5][N:6]([CH2:9][c:10]2[cH:11][cH:12][c:13]([C:14](=[O:15])[OH:16])[cH:18][cH:19]2)[CH2:7][CH2:8]1)[CH2:20][CH2:21][c:22]1[cH:23][cH:24][c:25]([O:28][c:29]2[cH:30][cH:31][cH:32][cH:33][cH:34]2)[cH:26][cH:27]1.